From a dataset of the Open Reaction Database (ORD), a public repository of structured organic reaction records. describe an organic reaction: reactants, conditions, products, and yield Starting materials: [F-].C(CCC)[N+](CCCC)(CCCC)CCCC (tetrabutylammonium fluoride), C(C=C)[C@@]1(C(N([C@@H]([C@H](C1)C1=CC(=CC=C1)Cl)C1=CC=C(C=C1)Cl)C(C(=O)ON=C(N)C1CC1)CC)=O)C (N′-(2-((3S,5R,6S)-3-allyl-5-(3-chlorophenyl)-6-(4-chlorophenyl)-3-methyl-2-oxopiperidin-1-yl)butanoyloxy)cyclopropanecarboximidamide). Solvent: C1CCOC1 (THF). Yields the product C(C=C)[C@@]1(C(N([C@@H]([C@H](C1)C1=CC(=CC=C1)Cl)C1=CC=C(C=C1)Cl)[C@@H](CC)C1=NC(=NO1)C1CC1)=O)C ((3S,5R,6S)-3-allyl-5-(3-chlorophenyl)-6-(4-chlorophenyl)-1-((S)-1-(3-cyclopropyl-1,2,4-oxadiazol-5-yl)propyl)-3-methylpiperidin-2-one). As a reaction SMILES: [F-].C([N+](CCCC)(CCCC)CCCC)CCC.[CH2:19]([C@@:22]1([CH3:55])[CH2:27][C@H:26]([C:28]2[CH:33]=[CH:32][CH:31]=[C:30]([Cl:34])[CH:29]=2)[C@@H:25]([C:35]2[CH:40]=[CH:39][C:38]([Cl:41])=[CH:37][CH:36]=2)[N:24]([CH:42]([CH2:52][CH3:53])[C:43]([O:45][N:46]=[C:47]([CH:49]2[CH2:51][CH2:50]2)[NH2:48])=O)[C:23]1=[O:54])[CH:20]=[CH2:21]>C1COCC1>[CH2:19]([C@@:22]1([CH3:55])[CH2:27][C@H:26]([C:28]2[CH:33]=[CH:32][CH:31]=[C:30]([Cl:34])[CH:29]=2)[C@@H:25]([C:35]2[CH:36]=[CH:37][C:38]([Cl:41])=[CH:39][CH:40]=2)[N:24]([C@H:42]([C:43]2[O:45][N:46]=[C:47]([CH:49]3[CH2:51][CH2:50]3)[N:48]=2)[CH2:52][CH3:53])[C:23]1=[O:54])[CH:20]=[CH2:21] |f:0.1|. Reported procedure: A solution of tetrabutylammonium fluoride (1.0M in THF, 1.880 mL, 1.880 mmol) was added to a solution of N′-(2-((3S,5R,6S)-3-allyl-5-(3-chlorophenyl)-6-(4-chlorophenyl)-3-methyl-2-oxopiperidin-1-yl)butanoyloxy)cyclopropanecarboximidamide (Example 89, Step B) (0.204 g, 0.376 mmol) in THF (3.76 mL) at rt. After 2 hours the reaction mixture was concentrated in vacuo and purified using a 24 g SiO2 column eluting with 25% Et2O/hexames to provide (3S,5R,6S)-3-allyl-5-(3-chlorophenyl)-6-(4-chlorophenyl... Starting materials: FC1=CC=C(C=C1)S(=O)(=O)Cl (4-fluorobenzenesulfonyl chloride), O (water), C(C)(=O)OCC (ethyl acetate), CNC (dimethylamine). Run in C1CCOC1 (THF). Conditions: time 1 day. Yields the product FC1=CC=C(C=C1)S(=O)(=O)N(C)C (4-fluoro-N,N-dimethyl-benzenesulfonamide). RXN SMILES: [F:1][C:2]1[CH:7]=[CH:6][C:5]([S:8](Cl)(=[O:10])=[O:9])=[CH:4][CH:3]=1.[CH3:12][NH:13][CH3:14].O.C(OCC)(=O)C>C1COCC1>[F:1][C:2]1[CH:7]=[CH:6][C:5]([S:8]([N:13]([CH3:14])[CH3:12])(=[O:10])=[O:9])=[CH:4][CH:3]=1. Procedure details: A solution of 50 g of 4-fluorobenzenesulfonyl chloride in 250 ml of THF was cooled to 0° C., and then, 100 ml of an aqueous 50% dimethylamine solution was added dropwise thereto, and the mixture was stirred at room temperature for 1 day. To the reaction mixture were added water and ethyl acetate, the mixture was stirred and then the liquids were separated. The organic layer was washed with a saturated aqueous sodium bicarbonate solution and dried, the solvent was evaporated, and disopropyl ether... Starting materials: Fc1cc(CBr)ccc1-c1nc2ccc(C3(c4ccccc4)CC3)nc2s1, C1CCOC1, CCOC(=O)C(NC(C)=O)C(=O)OCC, CC(C)(C)[O-], CCOC(C)=O, [Na+], O. Product: CCOC(=O)C(Cc1ccc(-c2nc3ccc(C4(c5ccccc5)CC4)nc3s2)c(F)c1)(NC(C)=O)C(=O)OCC. RXN SMILES: [Br:22][CH2:23][c:24]1[cH:25][c:26]([F:48])[c:27](-[c:30]2[s:31][c:32]3[n:33][c:34]([C:39]4([c:42]5[cH:43][cH:44][cH:45][cH:46][cH:47]5)[CH2:40][CH2:41]4)[cH:35][cH:36][c:37]3[n:38]2)[cH:28][cH:29]1.[CH2:50]1[O:51][CH2:52][CH2:53][CH2:54]1.[CH2:7]([CH3:8])[O:9][C:10]([CH:11]([C:12](=[O:13])[O:14][CH2:15][CH3:16])[NH:17][C:18]([CH3:19])=[O:20])=[O:21].[CH3:1][C:2]([CH3:3])([O-:4])[CH3:5].[CH3:55][CH2:56][O:57][C:58]([CH3:59])=[O:60].[Na+:6].[OH2:49]>>[CH2:7]([CH3:8])[O:9][C:10]([C:11]([C:12](=[O:13])[O:14][CH2:15][CH3:16])([NH:17][C:18]([CH3:19])=[O:20])[CH2:23][c:24]1[cH:25][c:26]([F:48])[c:27](-[c:30]2[s:31][c:32]3[n:33][c:34]([C:39]4([c:42]5[cH:43][cH:44][cH:45][cH:46][cH:47]5)[CH2:40][CH2:41]4)[cH:35][cH:36][c:37]3[n:38]2)[cH:28][cH:29]1)=[O:21]. Reactants: FC(C(=O)O)(F)F (Trifluoroacetic acid), C(C)(C)(C)OC(=O)NC1=CC=C2C3(C(COC2=C1C(=O)OC)C3)C (methyl (1aRS,7bSR)-5-(tert-butoxycarbonylamino)-7b-methyl-1,1a,2,7b-tetrahydrocyclopropa-[c]chromene-4-carboxylate), C(C)(C)(C)OC(=O)NC1=CC=C2C3(C(COC2=C1C(=O)OC)C3)C (methyl (1aRS,7bSR)-5-(tert-butoxycarbonylamino)-7b-methyl-1,1a,2,7b-tetrahydrocyclopropa-[c]chromene-4-carboxylate). The solvent is ClCCl (dichloromethane). Reaction conditions: time 1 hour. Yields the product NC1=CC=C2C3(C(COC2=C1C(=O)OC)C3)C (methyl (1aRS,7bSR)-5-amino-7b-methyl-1,1a,2,7b-tetrahydrocyclopropa-[c]chromene-4-carboxylate). Isolated yield 95.8%. Reaction SMILES: FC(F)(F)C(O)=O.C(OC([NH:15][C:16]1[C:25]([C:26]([O:28][CH3:29])=[O:27])=[C:24]2[C:19]([C:20]3([CH3:31])[CH2:30][CH:21]3[CH2:22][O:23]2)=[CH:18][CH:17]=1)=O)(C)(C)C>ClCCl>[NH2:15][C:16]1[C:25]([C:26]([O:28][CH3:29])=[O:27])=[C:24]2[C:19]([C:20]3([CH3:31])[CH2:30][CH:21]3[CH2:22][O:23]2)=[CH:18][CH:17]=1. Reported procedure: Trifluoroacetic acid (4 mL) was added to a solution of methyl (1aRS,7bSR)-5-(tert-butoxycarbonylamino)-7b-methyl-1,1a,2,7b-tetrahydrocyclopropa-[c]chromene-4-carboxylate (Intermediate 51, 0.6 g) in dichloromethane (4 mL) and the resultant dark solution was stirred at room temperature for 1 hour. The solution was evaporated to dryness and the residue was partitioned between water and ethyl acetate and treated with a small amount of solid sodium bicarbonate until the pH of the aqueous layer was >7...